This data is from the Open Reaction Database (ORD), a public repository of structured organic reaction records. The task is: describe an organic reaction: reactants, conditions, products, and yield The reactants are Oc1c(Cl)cc(Cl)c(Cl)c1Cl, O=C(Cl)c1ccc(CCl)cc1, Cc1ccccc1C, c1ccncc1. The product is O=C(Oc1c(Cl)cc(Cl)c(Cl)c1Cl)c1ccc(CCl)cc1. As a reaction SMILES: [Cl:1][c:2]1[c:3]([OH:11])[c:4]([Cl:10])[cH:5][c:6]([Cl:9])[c:7]1[Cl:8].[Cl:20][CH2:21][c:22]1[cH:23][cH:24][c:25]([C:26](=[O:27])[Cl:28])[cH:29][cH:30]1.[c:12]1([CH3:13])[c:14]([CH3:15])[cH:16][cH:17][cH:18][cH:19]1.[cH:31]1[cH:32][cH:33][n:34][cH:35][cH:36]1>>[Cl:1][c:2]1[c:3]([O:11][C:26]([c:25]2[cH:24][cH:23][c:22]([CH2:21][Cl:20])[cH:30][cH:29]2)=[O:27])[c:4]([Cl:10])[cH:5][c:6]([Cl:9])[c:7]1[Cl:8].